Dataset: the Open Reaction Database (ORD), a public repository of structured organic reaction records. Task: describe an organic reaction: reactants, conditions, products, and yield The reactants are O=C(Cl)OCc1ccccc1, Cl, Cl, NC1CCC(C(=O)O)CC1, [Na+], [OH-], O. Product: O=C(NC1CCC(C(=O)O)CC1)OCc1ccccc1. Reaction SMILES: [Cl:12][C:13](=[O:14])[O:15][CH2:16][c:17]1[cH:18][cH:19][cH:20][cH:21][cH:22]1.[ClH:1].[ClH:23].[NH2:2][CH:3]1[CH2:4][CH2:5][CH:6]([C:9](=[O:10])[OH:11])[CH2:7][CH2:8]1.[Na+:26].[OH-:25].[OH2:24]>>[NH:2]([CH:3]1[CH2:4][CH2:5][CH:6]([C:9](=[O:10])[OH:11])[CH2:7][CH2:8]1)[C:13](=[O:14])[O:15][CH2:16][c:17]1[cH:18][cH:19][cH:20][cH:21][cH:22]1. Reactants: [Al+3], N#Cc1ccccc1Br, ClC(Cl)Cl, [Cl-], [Cl-], [Cl-], Cc1ccc(N)cc1F. Product: Cc1ccc(NC(=N)c2ccccc2Br)cc1F. Reaction SMILES: [Al+3:2].[Br:5][c:6]1[c:7]([C:8]#[N:9])[cH:10][cH:11][cH:12][cH:13]1.[CH:23]([Cl:24])([Cl:25])[Cl:26].[Cl-:1].[Cl-:3].[Cl-:4].[F:14][c:15]1[cH:16][c:17]([NH2:18])[cH:19][cH:20][c:21]1[CH3:22]>>[Br:5][c:6]1[c:7]([C:8](=[NH:9])[NH:18][c:17]2[cH:16][c:15]([F:14])[c:21]([CH3:22])[cH:20][cH:19]2)[cH:10][cH:11][cH:12][cH:13]1. Reactants: COC(CCNC(=O)C=1SC(=CC1)C(CCC(F)(F)F)OC1=CC(=C(C(=C1)C)I)C)=O (3-({5-[4,4,4-trifluoro-1-(4-iodo-3,5-dimethyl-phenoxy)-butyl]-thiophene-2-carbonyl}-amino)-propionic acid methyl ester), C(C)C1=CC=C(C=C1)B(O)O (4-ethyl-phenyl boronic acid). The product is COC(CCNC(=O)C=1SC(=CC1)C(CCC(F)(F)F)OC1=CC(=C(C(=C1)C)C1=CC=C(C=C1)CC)C)=O (3-({5-[1-(4′-Ethyl-2,6-dimethyl-biphenyl-4-yloxy)-4,4,4-trifluoro-butyl]-thiophene-2-carbonyl}-amino)-propionic acid methyl ester). Reaction SMILES: [CH3:1][O:2][C:3](=[O:31])[CH2:4][CH2:5][NH:6][C:7]([C:9]1[S:10][C:11]([CH:14]([O:21][C:22]2[CH:27]=[C:26]([CH3:28])[C:25](I)=[C:24]([CH3:30])[CH:23]=2)[CH2:15][CH2:16][C:17]([F:20])([F:19])[F:18])=[CH:12][CH:13]=1)=[O:8].[CH2:32]([C:34]1[CH:39]=[CH:38][C:37](B(O)O)=[CH:36][CH:35]=1)[CH3:33]>>[CH3:1][O:2][C:3](=[O:31])[CH2:4][CH2:5][NH:6][C:7]([C:9]1[S:10][C:11]([CH:14]([O:21][C:22]2[CH:27]=[C:26]([CH3:28])[C:25]([C:37]3[CH:38]=[CH:39][C:34]([CH2:32][CH3:33])=[CH:35][CH:36]=3)=[C:24]([CH3:30])[CH:23]=2)[CH2:15][CH2:16][C:17]([F:20])([F:19])[F:18])=[CH:12][CH:13]=1)=[O:8]. Procedure details: This compound is made by the general method as exemplified in Preparation 77 using 3-({5-[4,4,4-trifluoro-1-(4-iodo-3,5-dimethyl-phenoxy)-butyl]-thiophene-2-carbonyl}-amino)-propionic acid methyl ester - chiral Isomer 1 and 4-ethyl-phenyl boronic acid as the starting materials. MS(ES): 548.3 [M+H]+. The reactants are CC(C)(C=1C=CC(=CC1)O)C=2C=CC(=CC2)O (BPA). Run in C(Cl)Cl (methylene chloride), C(Cl)Cl (methylene chloride), C(Cl)Cl (methylene chloride). The product is CC1(CC(C2=CC=CC=C2O1)(C)C3=CC=C(C=C3)O)C (Chroman-I). RXN SMILES: [CH3:1][C:2]([C:11]1[CH:12]=[CH:13][C:14](O)=[CH:15][CH:16]=1)([C:4]1[CH:5]=[CH:6][C:7]([OH:10])=[CH:8][CH:9]=1)[CH3:3]>C(Cl)Cl>[CH3:6][C:7]1([CH3:8])[O:10][C:12]2[C:11](=[CH:16][CH:15]=[CH:14][CH:13]=2)[C:2]([C:4]2[CH:5]=[CH:6][C:7]([OH:10])=[CH:8][CH:9]=2)([CH3:1])[CH2:3]1. Reported procedure: To a 4-necked, round bottom flask equipped with a mechanical stirrer, water cooled condenser, dropping funnel, and heated by means of electrical tape, there was placed 500 grams of methylene chloride. To the well stirred methylene chloride solution, there was added the 500 grams of molten BPA by-products, the rate of addition of the molten by-products being used to control the reflux rate of the methylene chloride. The temperature of the solvent was 40° C. and had a dark color. After the additio... Reactants: [Al+3], C1CCOC1, COC(=O)c1cccc(OC)c1C, [H-], [H-], [H-], [H-], [Li+], O=S(=O)(O)O. Yields the product COc1cccc(CO)c1C. As a reaction SMILES: [Al+3:2].[CH2:25]1[O:26][CH2:27][CH2:28][CH2:29]1.[CH3:7][O:8][c:9]1[c:10]([CH3:19])[c:11]([C:12](=[O:13])[O:14][CH3:15])[cH:16][cH:17][cH:18]1.[H-:1].[H-:4].[H-:5].[H-:6].[Li+:3].[S:20](=[O:21])(=[O:22])([OH:23])[OH:24]>>[CH3:7][O:8][c:9]1[c:10]([CH3:19])[c:11]([CH2:12][OH:13])[cH:16][cH:17][cH:18]1. The reactants are FC1=C(C=CC(=C1)OC)CCN1C=NC2=CC(=CC=C2C1=O)NC(=S)N[C@@H]1[C@H]([C@H]2C([C@@H](C1)C2)(C)C)C (N-(3-{2-[2-fluoro-4-(methyloxy)phenyl]ethyl}-4-oxo-3,4-dihydro-7-quinazolinyl)-N′-[(1S,2S,3S,5R)-2,6,6-trimethylbicyclo[3.1.1]hept-3-yl]thiourea), N=C=N (Carbodiimide). Run in C1CCOC1 (THF). The product is FC1=C(C=CC(=C1)OC)CCN1C=NC2=CC(=CC=C2C1=O)N=C=N[C@@H]1[C@H]([C@H]2C([C@@H](C1)C2)(C)C)C (N-(3-{2-[2-Fluoro-4-(Methyloxy)phenyl]Ethyl}-4-oxo-3,4-Dihydro-7-Quinazolinyl)-N′-[(1S,2S,3S,5R)-2,6,6-Trimethylbicyclo[3.1.1]Hept-3-yl]Carbodiimide). RXN SMILES: [F:1][C:2]1[CH:7]=[C:6]([O:8][CH3:9])[CH:5]=[CH:4][C:3]=1[CH2:10][CH2:11][N:12]1[C:21](=[O:22])[C:20]2[C:15](=[CH:16][C:17]([NH:23][C:24]([NH:26][C@H:27]3[CH2:32][C@H:31]4[CH2:33][C@H:29]([C:30]4([CH3:35])[CH3:34])[C@@H:28]3[CH3:36])=S)=[CH:18][CH:19]=2)[N:14]=[CH:13]1.N=C=N>C1COCC1>[F:1][C:2]1[CH:7]=[C:6]([O:8][CH3:9])[CH:5]=[CH:4][C:3]=1[CH2:10][CH2:11][N:12]1[C:21](=[O:22])[C:20]2[C:15](=[CH:16][C:17]([N:23]=[C:24]=[N:26][C@H:27]3[CH2:32][C@H:31]4[CH2:33][C@H:29]([C:30]4([CH3:35])[CH3:34])[C@@H:28]3[CH3:36])=[CH:18][CH:19]=2)[N:14]=[CH:13]1. Procedure: N-(3-{2-[2-fluoro-4-(methyloxy)phenyl]ethyl}-4-oxo-3,4-dihydro-7-quinazolinyl)-N′-[(1S,2S,3S,5R)-2,6,6-trimethylbicyclo[3.1.1]hept-3-yl]thiourea was gently stirred with Argonaut PS-Carbodiimide (1.5 eq) for 15 hours in THF. The resin was filtered off and the solution of carbodiimide A was diluted to a known volume to give a solution of known molarity. The reactants are CCN(C(C)C)C(C)C, CC(C)O, NC1CCC(O)CC1, O=[N+]([O-])c1cnc2c(ccn2S(=O)(=O)c2ccccc2)c1Cl. Yields the product O=[N+]([O-])c1cnc2c(ccn2S(=O)(=O)c2ccccc2)c1NC1CCC(O)CC1. Reaction SMILES: [CH:23]([N:24]([CH2:25][CH3:26])[CH:27]([CH3:28])[CH3:29])([CH3:30])[CH3:31].[CH:40]([OH:41])([CH3:42])[CH3:43].[NH2:32][CH:33]1[CH2:34][CH2:35][CH:36]([OH:39])[CH2:37][CH2:38]1.[c:1]1([S:7](=[O:8])(=[O:9])[n:10]2[cH:11][cH:12][c:13]3[c:14]2[n:15][cH:16][c:17]([N+:20](=[O:21])[O-:22])[c:18]3[Cl:19])[cH:2][cH:3][cH:4][cH:5][cH:6]1>>[c:1]1([S:7](=[O:8])(=[O:9])[n:10]2[cH:11][cH:12][c:13]3[c:14]2[n:15][cH:16][c:17]([N+:20](=[O:21])[O-:22])[c:18]3[NH:32][CH:33]2[CH2:34][CH2:35][CH:36]([OH:39])[CH2:37][CH2:38]2)[cH:2][cH:3][cH:4][cH:5][cH:6]1. The reactants are C(C1=CC=CC=C1)OC1=C(C=C(N)C=C1)[N+](=O)[O-] (4-benzyloxy-3-nitro-aniline), ClC1=NC=NC(=C1)Cl (4,6-dichloropyrimidine). Product: C(C1=CC=CC=C1)OC1=C(C=C(C=C1)NC1=NC=NC(=C1)Cl)[N+](=O)[O-] (4-(4′benzyloxy-3-nitrophenyl)amino-6-chloro-pyrimidine). As a reaction SMILES: [CH2:1]([O:8][C:9]1[CH:15]=[CH:14][C:12]([NH2:13])=[CH:11][C:10]=1[N+:16]([O-:18])=[O:17])[C:2]1[CH:7]=[CH:6][CH:5]=[CH:4][CH:3]=1.[Cl:19][C:20]1[CH:25]=[C:24](Cl)[N:23]=[CH:22][N:21]=1>>[CH2:1]([O:8][C:9]1[CH:15]=[CH:14][C:12]([NH:13][C:24]2[CH:25]=[C:20]([Cl:19])[N:21]=[CH:22][N:23]=2)=[CH:11][C:10]=1[N+:16]([O-:18])=[O:17])[C:2]1[CH:3]=[CH:4][CH:5]=[CH:6][CH:7]=1. Procedure: The reaction of 4-benzyloxy-3-nitro-aniline with 4,6-dichloropyrimidine to afford 4-(4′benzyloxy-3-nitrophenyl)amino-6-chloro-pyrimidine is performed according to Preparation method 1. δH (d6DMSO): 5.34 (2H, s, CH2Ar), 6.84, (1H, s, HetH), 7.30-7.75 (7H, m, ArH), 8.30 (1H, m, ArH), 8.55 (1H, s, Het H), 10.10 (1H, s, NH) Product: NC1=C(C=C(C(=C1)S(=O)(=O)O)NC(CC)=O)S(=O)(=O)O (2-Amino-5-propionylaminobenzene-1,4-disulfonic acid). Reaction SMILES: [NH2:1][C:2]1[CH:7]=[CH:6][CH:5]=[CH:4][C:3]=1[S:8]([OH:11])(=[O:10])=[O:9].NC1C=CC(C)=CC=1[S:20]([OH:23])(=[O:22])=[O:21].[NH2:24]C1C=CC(CC)=CC=1S(O)(=O)=O.NC1C=C[C:41]([O:44]C)=[CH:40][C:39]=1S(O)(=O)=O.NC1C=CC(OCC)=CC=1S(O)(=O)=O.NC1C=CC(Cl)=CC=1S(O)(=O)=O.NC1C=CC(S(O)(=O)=O)=CC=1S(O)(=O)=O.NC1C=C(S(O)(=O)=O)C=CC=1S(O)(=O)=O>>[NH2:24][C:5]1[CH:4]=[C:3]([S:8]([OH:11])(=[O:9])=[O:10])[C:2]([NH:1][C:41](=[O:44])[CH2:40][CH3:39])=[CH:7][C:6]=1[S:20]([OH:23])(=[O:21])=[O:22]. Reactants: NC1=C(C=CC=C1)S(=O)(=O)O (2-aminobenzenesulfonic acid), NC1=C(C=C(C=C1)OCC)S(=O)(=O)O (2-amino-5-ethoxybenzenesulfonic acid), NC1=C(C=C(C=C1)OC)S(=O)(=O)O (2-amino-5-methoxybenzenesulfonic acid), NC1=C(C=CC(=C1)S(=O)(=O)O)S(=O)(=O)O (2-aminobenzene-1,4-disulfonic acid), NC1=C(C=C(C=C1)S(=O)(=O)O)S(=O)(=O)O (2-aminobenzene-1,5-disulfonic acid), NC1=C(C=C(C=C1)C)S(=O)(=O)O (2-amino-5-methylbenzenesulfonic acid), NC1=C(C=C(C=C1)CC)S(=O)(=O)O (2-amino-5-ethylbenzenesulfonic acid), NC1=C(C=C(C=C1)Cl)S(=O)(=O)O (2-amino-5-chlorobenzenesulfonic acid). Reported procedure: Of these, particularly preferred are 2-aminobenzenesulfonic acid, 2-amino-5-methylbenzenesulfonic acid, 2-amino-5-ethylbenzenesulfonic acid, 2-amino-5-methoxybenzenesulfonic acid, 2-amino-5-ethoxybenzenesulfonic acid, 2-amino-5-chlorobenzenesulfonic acid, 2-aminobenzene-1,5-disulfonic acid, 2-aminobenzene-1,4-disulfonic acid and the like. Reactants: COC(COC1=C2C(=C(N(C2=CC=C1)CC1=CC=CC=C1)C1CC1)C(C(=O)N)=O)=O ([[3-(2-amino-1,2-dioxoethyl)-2-cyclopropyl-1-(phenylmethyl)-1H-indol-4-yl]oxy]acetic acid methyl ester). Solvent: [OH-].[Na+] (NaOH), CO (MeOH). Product: NC(C(=O)C1=C(N(C2=CC=CC(=C12)OCC(=O)O)CC1=CC=CC=C1)C1CC1)=O ([[3-(2-amino-1,2-dioxoethyl)-2-cyclopropyl-1-(phenylmethyl)-1H-indol-4-yl]oxy]acetic acid). Isolated yield 79.8%. RXN SMILES: C[O:2][C:3](=[O:30])[CH2:4][O:5][C:6]1[CH:14]=[CH:13][CH:12]=[C:11]2[C:7]=1[C:8]([C:25](=[O:29])[C:26]([NH2:28])=[O:27])=[C:9]([CH:22]1[CH2:24][CH2:23]1)[N:10]2[CH2:15][C:16]1[CH:21]=[CH:20][CH:19]=[CH:18][CH:17]=1>[OH-].[Na+].CO>[NH2:28][C:26](=[O:27])[C:25]([C:8]1[C:7]2[C:11](=[CH:12][CH:13]=[CH:14][C:6]=2[O:5][CH2:4][C:3]([OH:30])=[O:2])[N:10]([CH2:15][C:16]2[CH:21]=[CH:20][CH:19]=[CH:18][CH:17]=2)[C:9]=1[CH:22]1[CH2:24][CH2:23]1)=[O:29] |f:1.2|. Procedure details: A mixture of 220 mg (0.54 mmol) of [[3-(2-amino-1,2-dioxoethyl)-2-cyclopropyl-1-(phenylmethyl)-1H-indol-4-yl]oxy]acetic acid methyl ester in 5 mL of 1N NaOH and 15 mL of MeOH was heated to maintain reflux for 0.67 hours, concentrated at reduced pressure and the residue taken up in EtOAc/water. The aqueous layer was separated, made acidic with 1N HCl to pH 2-3 and EtOAc added. A precipitate formed and was separated to give 169 mg (80% yield) of [[3-(2-amino-1,2-dioxoethyl)-2-cyclopropyl-1-(phenyl...